The task is: describe an organic reaction: reactants, conditions, products, and yield. This data is from the Open Reaction Database (ORD), a public repository of structured organic reaction records. Reactants: Cl (hydrochloric acid), ClC1=CC=C(C=C1)C(CC(C)=O)=O (1-(4-chlorophenyl)-1,3-butanedione), C(C(=O)OCC)(=O)OCC (diethyl oxalate), [H-].[Na+] (sodium hydride). Solvent: COCCOC (1,2-dimethoxyethane), COCCOC (1,2-dimethoxyethane). Product: ClC1=CC=C(C=C1)C(CC(CC(C(=O)OCC)=O)=O)=O (Ethyl 6-(4-chlorophenyl)-2,4,6-trioxohexanoate). Reaction SMILES: [Cl:1][C:2]1[CH:7]=[CH:6][C:5]([C:8](=[O:13])[CH2:9][C:10](=[O:12])[CH3:11])=[CH:4][CH:3]=1.[C:14](OCC)(=[O:20])[C:15]([O:17][CH2:18][CH3:19])=[O:16].[H-].[Na+].Cl>COCCOC>[Cl:1][C:2]1[CH:3]=[CH:4][C:5]([C:8](=[O:13])[CH2:9][C:10](=[O:12])[CH2:11][C:14](=[O:20])[C:15]([O:17][CH2:18][CH3:19])=[O:16])=[CH:6][CH:7]=1 |f:2.3|. Procedure details: A solution of 1-(4-chlorophenyl)-1,3-butanedione (0.6 g) and diethyl oxalate (0.83 ml) in 1,2-dimethoxyethane (2 ml) was added to a stirred suspension of sodium hydride (0.44 g, 50% dispersion in mineral oil, washed with petrol 40°-60° C.) in 1,2-dimethoxyethane (5 ml) under nitrogen. The stirred mixture was heated under reflux for 1 hour, cooled and acidified with 2M hydrochloric acid (10 ml). The brown solid which formed was recrystallised from ethanol-water to give the title product (mp 93°-9... Reactants: C(C=O)(=O)OC (methyl glyoxylate), C(CC)=O (propionaldehyde), C(C)(=O)OC(C)=O (acetic anhydride). Reagents/catalysts: N(C)CC(=O)O (sarcosine). Solvent: C1CCCCC1 (cyclohexane). Product: C(=O)\C(=C/C(=O)OC)\C (methyl 3-formylcrotonate). Isolated yield 68.9%. RXN SMILES: [C:1]([O:5][CH3:6])(=[O:4])[CH:2]=O.[CH:7](=[O:10])[CH2:8][CH3:9].C(OC(=O)C)(=O)C>C1CCCCC1.N(CC(O)=O)C>[CH:7](/[C:8](/[CH3:9])=[CH:2]\[C:1]([O:5][CH3:6])=[O:4])=[O:10]. Procedure: 18 g (0.2 mol) of sarcosine were suspended by stirring in 500 ml of cyclohexane in a flask and, starting at 20° C., a mixture of 1809 g (20.6 mol) of methyl glyoxylate and 1194 g (20.6 mol) of propionaldehyde was added within 90 min. During the dropwise addition the temperature rose slowly to the boiling point (75° C.). After the addition was complete, initially a small amount of water was removed as azeotrope, and then the mixture was distilled until the bottom temperature was 100° C. to remove... Starting materials: S(=S)(=O)([O-])[O-].[Na+].[Na+] (sodium thiosulfate), FC1=C(C=CC(=C1C(C1=CNC=2N=CN=C(C21)OC)O)F)NS(=O)(=O)CCC (propane-1-sulfonic acid {2,4-difluoro-3-[hydroxy-(4-methoxy-7H-pyrrolo[2,3-d]pyrimidin-5-yl)-methyl]-phenyl}-amide), CC(=O)OI1(C=2C=CC=CC2C(=O)O1)(OC(=O)C)OC(=O)C (Dess-Martin periodinane), C([O-])(O)=O.[Na+] (sodium bicarbonate). Solvent: O (water), C(C)(=O)OCC (ethyl acetate), O1CCCC1 (tetrahydrofuran). Conditions: time 30 minute. The product is FC1=C(C=CC(=C1C(=O)C1=CNC=2N=CN=C(C21)OC)F)NS(=O)(=O)CCC (propane-1-sulfonic acid [2,4-difluoro-3-(4-methoxy-7H-pyrrolo[2,3-d]pyrimidine-5-carbonyl)-phenyl]-amide). Yield: 83.3%. As a reaction SMILES: [F:1][C:2]1[C:7]([CH:8]([OH:20])[C:9]2[C:17]3[C:16]([O:18][CH3:19])=[N:15][CH:14]=[N:13][C:12]=3[NH:11][CH:10]=2)=[C:6]([F:21])[CH:5]=[CH:4][C:3]=1[NH:22][S:23]([CH2:26][CH2:27][CH3:28])(=[O:25])=[O:24].C(=O)(O)[O-].[Na+].CC(OI1(OC(C)=O)(OC(C)=O)OC(=O)C2C=CC=CC1=2)=O.S([O-])([O-])(=O)=S.[Na+].[Na+]>C(OCC)(=O)C.O.O1CCCC1>[F:1][C:2]1[C:7]([C:8]([C:9]2[C:17]3[C:16]([O:18][CH3:19])=[N:15][CH:14]=[N:13][C:12]=3[NH:11][CH:10]=2)=[O:20])=[C:6]([F:21])[CH:5]=[CH:4][C:3]=1[NH:22][S:23]([CH2:26][CH2:27][CH3:28])(=[O:25])=[O:24] |f:1.2,4.5.6|. Procedure details: To propane-1-sulfonic acid {2,4-difluoro-3-[hydroxy-(4-methoxy-7H-pyrrolo[2,3-d]pyrimidin-5-yl)-methyl]-phenyl}-amide (P-0057, 0.176 g, 0.427 mmol), 9.2 mL of tetrahydrofuran was added followed by sodium bicarbonate (0.358 g, 4.27 mmol) and Dess-Martin periodinane (0.181 g, 0.427 mmol). The reaction was allowed to stir at room temperature for 30 minutes, then 25 mL of saturated sodium thiosulfate and 30 mL of water were added followed by 50 mL of ethyl acetate. The organic layer was dried with m... The reactants are C(CCC)C=1N=C(NC(C1CC1=CC=C(C=C1)C=1C(=CC=CC1)C#N)=O)C (4′-[(4-butyl-2-methyl-6-oxo-1,6-dihydropyrimidin-5-yl)methyl]biphenyl-2-carbonitrile), C([O-])([O-])=O.[K+].[K+] (potassium carbonate), Cl.ClCC1=NC2=CC=CC=C2C=C1 (2-(chloromethyl)quinolinehydrochloride), CN(C=O)C (N,N-dimethylformamide). The solvent is C(C)(=O)OCC (ethyl acetate). Reaction conditions: temperature 90 celsius, time 2 hour. Product: C(CCC)C=1N=C(N(C(C1CC1=CC=C(C=C1)C=1C(=CC=CC1)C#N)=O)CC1=NC2=CC=CC=C2C=C1)C (4′-{[4-butyl-2-methyl-6-oxo-1-(quinolin-2-ylmethyl)-1,6-dihydropyrimidin-5-yl]methyl}biphenyl-2-carbonitrile). The yield is 28.8%. RXN SMILES: [CH2:1]([C:5]1[N:6]=[C:7]([CH3:27])[NH:8][C:9](=[O:26])[C:10]=1[CH2:11][C:12]1[CH:17]=[CH:16][C:15]([C:18]2[C:19]([C:24]#[N:25])=[CH:20][CH:21]=[CH:22][CH:23]=2)=[CH:14][CH:13]=1)[CH2:2][CH2:3][CH3:4].C(=O)([O-])[O-].[K+].[K+].Cl.Cl[CH2:36][C:37]1[CH:46]=[CH:45][C:44]2[C:39](=[CH:40][CH:41]=[CH:42][CH:43]=2)[N:38]=1.CN(C)C=O>C(OCC)(=O)C>[CH2:1]([C:5]1[N:6]=[C:7]([CH3:27])[N:8]([CH2:36][C:37]2[CH:46]=[CH:45][C:44]3[C:39](=[CH:40][CH:41]=[CH:42][CH:43]=3)[N:38]=2)[C:9](=[O:26])[C:10]=1[CH2:11][C:12]1[CH:17]=[CH:16][C:15]([C:18]2[C:19]([C:24]#[N:25])=[CH:20][CH:21]=[CH:22][CH:23]=2)=[CH:14][CH:13]=1)[CH2:2][CH2:3][CH3:4] |f:1.2.3,4.5|. Procedure: A mixture of 4′-[(4-butyl-2-methyl-6-oxo-1,6-dihydropyrimidin-5-yl)methyl]biphenyl-2-carbonitrile (1.22 g), potassium carbonate (0.94 g), 2-(chloromethyl)quinolinehydrochloride (0.73 g) and N,N-dimethylformamide (20 mL) was stirred at 90° C. for 2 hr. The reaction mixture was diluted with ethyl acetate, washed with water and then with saturated brine, and dried over anhydrous magnesium sulfate. The solvent was evaporated under reduced pressure and the residue was purified by silica gel column ch... Reactants: NC(=O)c1ccc(Oc2ccc3c(c2)CN(Cc2ccccc2)C3)nc1, CCO, [H][H]. The product is NC(=O)c1ccc(Oc2ccc3c(c2)CNC3)nc1. As a reaction SMILES: [CH2:1]([c:2]1[cH:3][cH:4][cH:5][cH:6][cH:7]1)[N:8]1[CH2:9][c:10]2[cH:11][cH:12][c:13]([O:17][c:18]3[n:19][cH:20][c:21]([C:22](=[O:23])[NH2:24])[cH:25][cH:26]3)[cH:14][c:15]2[CH2:16]1.[CH3:29][CH2:30][OH:31].[H:27][H:28]>>[NH:8]1[CH2:9][c:10]2[cH:11][cH:12][c:13]([O:17][c:18]3[n:19][cH:20][c:21]([C:22](=[O:23])[NH2:24])[cH:25][cH:26]3)[cH:14][c:15]2[CH2:16]1.